Dataset: the Open Reaction Database (ORD), a public repository of structured organic reaction records. Task: describe an organic reaction: reactants, conditions, products, and yield As a reaction SMILES: [CH2:3]([O:4][P:5]([O:6][CH2:7][CH3:8])(=[O:9])[CH2:11][C:12](=[O:13])[O:14][CH2:15][CH3:16])[CH3:10].[Cl:17][c:18]1[cH:19][c:20]([CH:21]=[O:22])[cH:23][c:24]([Cl:26])[cH:25]1.[H-:1].[Na+:2].[O:28]1[CH2:29][CH2:30][CH2:31][CH2:32]1.[OH2:27]>>[CH:11]([C:12](=[O:13])[O:14][CH2:15][CH3:16])=[CH:21][c:20]1[cH:19][c:18]([Cl:17])[cH:25][c:24]([Cl:26])[cH:23]1. Reactants: CCOC(=O)CP(=O)(OCC)OCC, O=Cc1cc(Cl)cc(Cl)c1, [H-], [Na+], C1CCOC1, O. Yields the product CCOC(=O)C=Cc1cc(Cl)cc(Cl)c1.